From a dataset of the Open Reaction Database (ORD), a public repository of structured organic reaction records. describe an organic reaction: reactants, conditions, products, and yield Starting materials: C(C1=CC=CC=C1)OC1=C(C(=O)N(C)C)C(=CC=C1)O (2-benzyloxy-6-hydroxy-N,N-dimethylbenzamide), COC(=O)C1=CC2=CC(=CC=C2C=C1OCC1=CC=CC=C1)OCCO (3-benzyloxy-7-(2-hydroxyethoxy)-naphthalene-2-carboxylic acid methyl ester), C1(=CC=CC=C1)P(C1=CC=CC=C1)C1=CC=CC=C1 (triphenylphosphine), CC(C)OC(=O)/N=N/C(=O)OC(C)C (DIAD). Solvent: C1CCOC1 (THF), C1CCOC1 (THF). Reaction conditions: time 15 minute. Product: COC(=O)C1=CC2=CC(=CC=C2C=C1OCC1=CC=CC=C1)OCCOC1=C(C(=CC=C1)OCC1=CC=CC=C1)C(N(C)C)=O (3-Benzyloxy-7-[2-(3-benzyloxy-2-dimethylcarbamoylphenoxy)-ethoxy]-naphthalene-2-carboxylic acid methyl ester). Reaction SMILES: [CH3:1][O:2][C:3]([C:5]1[C:14]([O:15][CH2:16][C:17]2[CH:22]=[CH:21][CH:20]=[CH:19][CH:18]=2)=[CH:13][C:12]2[C:7](=[CH:8][C:9]([O:23][CH2:24][CH2:25][OH:26])=[CH:10][CH:11]=2)[CH:6]=1)=[O:4].C1(P(C2C=CC=CC=2)C2C=CC=CC=2)C=CC=CC=1.CC(OC(/N=N/C(OC(C)C)=O)=O)C.[CH2:60]([O:67][C:68]1[CH:78]=[CH:77][CH:76]=[C:75](O)[C:69]=1[C:70]([N:72]([CH3:74])[CH3:73])=[O:71])[C:61]1[CH:66]=[CH:65][CH:64]=[CH:63][CH:62]=1>C1COCC1>[CH3:1][O:2][C:3]([C:5]1[C:14]([O:15][CH2:16][C:17]2[CH:18]=[CH:19][CH:20]=[CH:21][CH:22]=2)=[CH:13][C:12]2[C:7](=[CH:8][C:9]([O:23][CH2:24][CH2:25][O:26][C:75]3[CH:76]=[CH:77][CH:78]=[C:68]([O:67][CH2:60][C:61]4[CH:62]=[CH:63][CH:64]=[CH:65][CH:66]=4)[C:69]=3[C:70](=[O:71])[N:72]([CH3:73])[CH3:74])=[CH:10][CH:11]=2)[CH:6]=1)=[O:4]. Procedure: A mixture of 3-benzyloxy-7-(2-hydroxyethoxy)-naphthalene-2-carboxylic acid methyl ester (239 mg, 0.68 mmol), triphenylphosphine (445 mg, 1.70 mmol) and DIAD (0.334 mL, 1.70 mmol) in THF (10 mL) is stirred at RT for 15 min. Then 2-benzyloxy-6-hydroxy-N,N-dimethylbenzamide (460 mg, 1.70 mmol) in THF (8 mL) is added drop wise and the mixture is stirred at RT for 18 h. The solvent is removed and the residue is purified to give the title compound. Starting materials: ClC1=CC(=C(CN2N=CC3=CC(=CC=C23)C=C2C(N=C(S2)SCC)=O)C=C1)C(F)(F)F (5-[1-(4-chloro-2-trifluoromethyl-benzyl)-1H-indazol-5-ylmethylene]-2-ethylsulfanyl-thiazol-4-one), N1[C@H](CCC1)C(=O)O (pyrrolidine-2-(R)-carboxylic acid). Yields the product ClC1=CC(=C(CN2N=CC3=CC(=CC=C23)C=C2C(N=C(S2)N2[C@H](CCC2)C(=O)O)=O)C=C1)C(F)(F)F (1-{5-[1-(4-Chloro-2-trifluoromethyl-benzyl)-1H-indazol-5-ylmethylene]-4-oxo-4,5-dihydro-thiazol-2-yl}-pyrrolidine-2-(R)-carboxylic acid). As a reaction SMILES: [Cl:1][C:2]1[CH:27]=[CH:26][C:5]([CH2:6][N:7]2[C:15]3[C:10](=[CH:11][C:12]([CH:16]=[C:17]4[S:21][C:20](SCC)=[N:19][C:18]4=[O:25])=[CH:13][CH:14]=3)[CH:9]=[N:8]2)=[C:4]([C:28]([F:31])([F:30])[F:29])[CH:3]=1.[NH:32]1[CH2:36][CH2:35][CH2:34][C@@H:33]1[C:37]([OH:39])=[O:38]>>[Cl:1][C:2]1[CH:27]=[CH:26][C:5]([CH2:6][N:7]2[C:15]3[C:10](=[CH:11][C:12]([CH:16]=[C:17]4[S:21][C:20]([N:32]5[CH2:36][CH2:35][CH2:34][C@@H:33]5[C:37]([OH:39])=[O:38])=[N:19][C:18]4=[O:25])=[CH:13][CH:14]=3)[CH:9]=[N:8]2)=[C:4]([C:28]([F:29])([F:31])[F:30])[CH:3]=1. Procedure: 1-{5-[1-(4-Chloro-2-trifluoromethyl-benzyl)-1H-indazol-5-ylmethylene]-4-oxo-4,5-dihydro-thiazol-2-yl}-pyrrolidine-2-(R)-carboxylic acid was prepared from 5-[1-(4-chloro-2-trifluoromethyl-benzyl)-1H-indazol-5-ylmethylene]-2-ethylsulfanyl-thiazol-4-one and pyrrolidine-2-(R)-carboxylic acid following General Procedure C.